This data is from the Open Reaction Database (ORD), a public repository of structured organic reaction records. The task is: describe an organic reaction: reactants, conditions, products, and yield The reactants are COc1ccccc1OC(C=O)c1ccccc1, COCCOCCOC, CCO, N#C[K], [Na+], [Na+], O, O=S([O-])S(=O)(=O)[O-]. Product: COc1ccccc1OC(c1ccccc1)C(O)C#N. As a reaction SMILES: [CH3:1][O:2][c:3]1[c:4]([O:5][CH:6]([CH:7]=[O:8])[c:9]2[cH:10][cH:11][cH:12][cH:13][cH:14]2)[cH:15][cH:16][cH:17][cH:18]1.[CH3:31][O:32][CH2:33][CH2:34][O:35][CH2:36][CH2:37][O:38][CH3:39].[CH3:41][CH2:42][OH:43].[K:28][C:29]#[N:30].[Na+:26].[Na+:27].[OH2:40].[S:19]([S:20]([O-:21])=[O:22])([O-:23])(=[O:24])=[O:25]>>[CH3:1][O:2][c:3]1[c:4]([O:5][CH:6]([CH:7]([OH:8])[C:29]#[N:30])[c:9]2[cH:10][cH:11][cH:12][cH:13][cH:14]2)[cH:15][cH:16][cH:17][cH:18]1. Starting materials: BrCCCc1ccccc1, O=C1NCc2ccccc21, O=C([O-])[O-], CC(C)=O, CCCCCC, CCOC(C)=O, [Cs+], [Cs+], C1COCCOCCOCCOCCOCCO1. Yields the product O=C1c2ccccc2CN1CCCc1ccccc1. RXN SMILES: [Br:11][CH2:12][CH2:13][CH2:14][c:15]1[cH:16][cH:17][cH:18][cH:19][cH:20]1.[C:1]1(=[O:10])[NH:2][CH2:3][c:4]2[cH:5][cH:6][cH:7][cH:8][c:9]21.[C:21](=[O:22])([O-:23])[O-:24].[CH3:45][C:46](=[O:47])[CH3:48].[CH3:49][CH2:50][CH2:51][CH2:52][CH2:53][CH3:54].[CH3:55][CH2:56][O:57][C:58](=[O:59])[CH3:60].[Cs+:25].[Cs+:26].[O:27]1[CH2:28][CH2:29][O:30][CH2:31][CH2:32][O:33][CH2:34][CH2:35][O:36][CH2:37][CH2:38][O:39][CH2:40][CH2:41][O:42][CH2:43][CH2:44]1>>[C:1]1(=[O:10])[N:2]([CH2:12][CH2:13][CH2:14][c:15]2[cH:16][cH:17][cH:18][cH:19][cH:20]2)[CH2:3][c:4]2[cH:5][cH:6][cH:7][cH:8][c:9]21. Starting materials: C(C)(=O)OC1=CC=C(C(=O)OC2=CC=C(C(=O)OCC3=CC=CC=C3)C=C2)C=C1 (benzyl p-(p-acetoxybenzoyloxy)benzoate), [OH-].[Na+] (sodium hydroxide). The solvent is O1CCCC1 (tetrahydrofuran). Product: OC1=CC=C(C(=O)OC2=CC=C(C(=O)OCC3=CC=CC=C3)C=C2)C=C1 (benzyl p-(p-hydroxybenzoyloxy)benzoate). As a reaction SMILES: C([O:4][C:5]1[CH:29]=[CH:28][C:8]([C:9]([O:11][C:12]2[CH:27]=[CH:26][C:15]([C:16]([O:18][CH2:19][C:20]3[CH:25]=[CH:24][CH:23]=[CH:22][CH:21]=3)=[O:17])=[CH:14][CH:13]=2)=[O:10])=[CH:7][CH:6]=1)(=O)C.[OH-].[Na+]>O1CCCC1>[OH:4][C:5]1[CH:6]=[CH:7][C:8]([C:9]([O:11][C:12]2[CH:27]=[CH:26][C:15]([C:16]([O:18][CH2:19][C:20]3[CH:25]=[CH:24][CH:23]=[CH:22][CH:21]=3)=[O:17])=[CH:14][CH:13]=2)=[O:10])=[CH:28][CH:29]=1 |f:1.2|. Reported procedure: Subsequently, a 100 ml four-necked flask equipped with a condenser tube and a thermometer was charged with 15.6 g of benzyl p-(p-acetoxybenzoyloxy)benzoate, 30 g of 5% sodium hydroxide and 50 ml of tetrahydrofuran, and they were reacted at 30° C. for 5 hours. The reaction product was extracted with 50 ml of toluene. The extract was washed with water, and toluene was evaporated. The residue was separated on a column to give benzyl p-(p-hydroxybenzoyloxy)benzoate as white crystals having a melting...